From a dataset of the Open Reaction Database (ORD), a public repository of structured organic reaction records. describe an organic reaction: reactants, conditions, products, and yield The reactants are NC1=C(NC2=CC(=CC=C12)Cl)C(C1=CC(=CC=C1)C)=O (3-Amino-6-chloro-2-(3-methylbenzoyl)-1H-indole), ClC(=O)OCC (ethyl chloroformate). The product is ClC1=CC=C2C(=C(NC2=C1)C(C1=CC(=CC=C1)C)=O)NC(OCC)=O (Ethyl N-[6-chloro-2-(3-methylbenzoyl)-1H-indol-3-yl]carbamate). Reaction SMILES: [NH2:1][C:2]1[C:10]2[C:5](=[CH:6][C:7]([Cl:11])=[CH:8][CH:9]=2)[NH:4][C:3]=1[C:12](=[O:20])[C:13]1[CH:18]=[CH:17][CH:16]=[C:15]([CH3:19])[CH:14]=1.Cl[C:22]([O:24][CH2:25][CH3:26])=[O:23]>>[Cl:11][C:7]1[CH:6]=[C:5]2[C:10]([C:2]([NH:1][C:22](=[O:23])[O:24][CH2:25][CH3:26])=[C:3]([C:12](=[O:20])[C:13]3[CH:18]=[CH:17][CH:16]=[C:15]([CH3:19])[CH:14]=3)[NH:4]2)=[CH:9][CH:8]=1. Reported procedure: The title compound was prepared according to the procedure described in step 3 of Example 1 from 3-amino-6-chloro-2-(3-methylbenzoyl)-1H-indole (step 2) and ethyl chloroformate. RXN SMILES: [H-].[Na+].[CH2:3]([N:10]1[CH2:15][CH2:14][CH2:13][C@@H:12]([OH:16])[CH2:11]1)[C:4]1[CH:9]=[CH:8][CH:7]=[CH:6][CH:5]=1.Cl[C:18]1[C:19]2[C:26]([C:27]3[CH:32]=[CH:31][C:30]([CH2:33][CH3:34])=[CH:29][CH:28]=3)=[C:25]([I:35])[O:24][C:20]=2[N:21]=[CH:22][N:23]=1.O>C1COCC1.[I-].C([N+](CCCC)(CCCC)CCCC)CCC.C(OCC)(=O)C>[CH2:3]([N:10]1[CH2:15][CH2:14][CH2:13][C@@H:12]([O:16][C:18]2[C:19]3[C:26]([C:27]4[CH:28]=[CH:29][C:30]([CH2:33][CH3:34])=[CH:31][CH:32]=4)=[C:25]([I:35])[O:24][C:20]=3[N:21]=[CH:22][N:23]=2)[CH2:11]1)[C:4]1[CH:5]=[CH:6][CH:7]=[CH:8][CH:9]=1 |f:0.1,6.7|. Solvent: C(C)(=O)OCC (ethyl acetate), C1CCOC1 (THF), C1CCOC1 (THF). Reported procedure: Add 106 mg (2.65 mmol) of sodium hydride (60% dispersion in mineral oil) to a solution of 483 mg (2.53 mmol) of (3R)-1-benzylpiperidin-3-ol [H. Tomori, Bull. Chem. Soc. Jpn. 69, 1, 207-216 (1996)] in 5 ml of THF. After stirring for ten minutes, add a solution of 1020 mg (70% purity, 1.86 mmol) of 4-chloro-5-(4-ethylphenyl)-6-iodofuro[2,3-d]pyrimidine in 5 ml of THF and 47 mg (0.13 mmol) of tetra-n-butylammonium iodide. Stir the reaction mixture at room temperature for five hours. After adding wa... Product: C(C1=CC=CC=C1)N1C[C@@H](CCC1)OC=1C2=C(N=CN1)OC(=C2C2=CC=C(C=C2)CC)I (4-{[(3R)-1-Benzylpiperidin-3-yl]oxy}-5-(4-ethylphenyl)-6-iodofuro[2,3-d]pyrimidine). The reagents and catalysts are [I-].C(CCC)[N+](CCCC)(CCCC)CCCC (tetra-n-butylammonium iodide). Starting materials: O (water), ClC=1C2=C(N=CN1)OC(=C2C2=CC=C(C=C2)CC)I (4-chloro-5-(4-ethylphenyl)-6-iodofuro[2,3-d]pyrimidine), [H-].[Na+] (sodium hydride), C(C1=CC=CC=C1)N1C[C@@H](CCC1)O ((3R)-1-benzylpiperidin-3-ol). Reactants: CC1(C2=C(OCCC1)C(=CC=C2)N)C (5,5-dimethyl-2,3,4,5-tetrahydro-benzo[b]oxepin-9-ylamine), ClC1=NC=C(C(=N1)N[C@H]1[C@@H](CCCC1)NS(=O)(=O)C)Cl (N-[(1R,2R)-2-(2,5-dichloro-pyrimidin-4-ylamino)-cyclohexyl]-methanesulfonamide). As a reaction SMILES: [CH3:1][C:2]1([CH3:14])[CH2:8][CH2:7][CH2:6][O:5][C:4]2[C:9]([NH2:13])=[CH:10][CH:11]=[CH:12][C:3]1=2.Cl[C:16]1[N:21]=[C:20]([NH:22][C@@H:23]2[CH2:28][CH2:27][CH2:26][CH2:25][C@H:24]2[NH:29][S:30]([CH3:33])(=[O:32])=[O:31])[C:19]([Cl:34])=[CH:18][N:17]=1>>[Cl:34][C:19]1[C:20]([NH:22][C@@H:23]2[CH2:28][CH2:27][CH2:26][CH2:25][C@H:24]2[NH:29][S:30]([CH3:33])(=[O:32])=[O:31])=[N:21][C:16]([NH:13][C:9]2[C:4]3[O:5][CH2:6][CH2:7][CH2:8][C:2]([CH3:14])([CH3:1])[C:3]=3[CH:12]=[CH:11][CH:10]=2)=[N:17][CH:18]=1. The yield is 50.0%. Reported procedure: The title compound was prepared from 5,5-dimethyl-2,3,4,5-tetrahydro-benzo[b]oxepin-9-ylamine and N-[(1R,2R)-2-(2,5-dichloro-pyrimidin-4-ylamino)-cyclohexyl]-methanesulfonamide in an analogous manner to Example 179. Product was isolated as a tan foam (51 mg, 50%). LCMS (m/e) 494 (M+H); 1H NMR (400 MHz, CDCl3) δ 8.22 (d, 1H, J=7.8 Hz), 7.96 (s, 1H), 7.72 (s, 1H), 7.01 (dd, 1H, J=7.8, 7.58 Hz), 6.93 (d, 1H, J=8 Hz), 5.42 (m, 1H), 5.24 (m, 1H), 4.02 (m, 2H), 3.93 (m, 1H), 3.27 (m, 1H), 2.80 (s, 3H)... Yields the product ClC=1C(=NC(=NC1)NC1=CC=CC2=C1OCCCC2(C)C)N[C@H]2[C@@H](CCCC2)NS(=O)(=O)C (N-{(1R,2R)-2-[5-Chloro-2-(5,5-dimethyl-2,3,4,5-tetrahydro-benzo[b]oxepin-9-ylamino)-pyrimidin-4-ylamino]-cyclohexyl}-methanesulfonamide), foam. The reactants are OC1=C(C(=O)OCC)C=CC=C1C(CC)=O (ethyl 2-hydroxy-3-propionylbenzoate), C1(CC1)C(=O)Cl (cyclopropylcarbonyl chloride). Conditions: time 2 hour. Yields the product C1(CC1)C(=O)OC1=C(C(=O)OC)C=CC=C1C(CC)=O (methyl 2-cyclopropylcarbonyloxy-3-propionylbenzoate). RXN SMILES: [OH:1][C:2]1[C:12]([C:13](=[O:16])[CH2:14][CH3:15])=[CH:11][CH:10]=[CH:9][C:3]=1[C:4]([O:6][CH2:7]C)=[O:5].[CH:17]1([C:20](Cl)=[O:21])[CH2:19][CH2:18]1>>[CH:17]1([C:20]([O:1][C:2]2[C:12]([C:13](=[O:16])[CH2:14][CH3:15])=[CH:11][CH:10]=[CH:9][C:3]=2[C:4]([O:6][CH3:7])=[O:5])=[O:21])[CH2:19][CH2:18]1. Reported procedure: This compound was prepared in 2 steps. The first step was carried out according to the procedure of Intermediate CXXVII starting from ethyl 2-hydroxy-3-propionylbenzoate instead of methyl 2-hydroxy-3-propionylbenzoate and from cyclopropylcarbonyl chloride (prepared as described by G. B. Payne et al., J. Org. Chem. 22, 1680 (1957)) instead of 2-phenylbenzoyl chloride. The reaction was carried for 2 hours at 80° C. After cooling, to room temperature, the mixture was concentrated (in vacuo) to a sm... Starting materials: OC1=C(C=NC2=CC(=CC=C12)C(F)(F)F)C(=O)OCC (ethyl 4-hydroxy-7-trifluoromethylquinoline-3-carboxylate), C([O-])([O-])=O.[K+].[K+] (potassium carbonate), IC (iodomethane). The solvent is CN(C=O)C (dimethylformamide), CN(C=O)C (dimethylformamide). Reaction conditions: time 8 hour. Yields the product CN1C=C(C(C2=CC=C(C=C12)C(F)(F)F)=O)C(=O)OCC (ethyl 1-methyl-4-oxo-7-trifluoromethyl-1,4-dihydroquinoline-3-carboxylate). RXN SMILES: [OH:1][C:2]1[C:11]2[C:6](=[CH:7][C:8]([C:12]([F:15])([F:14])[F:13])=[CH:9][CH:10]=2)[N:5]=[CH:4][C:3]=1[C:16]([O:18][CH2:19][CH3:20])=[O:17].[C:21](=O)([O-])[O-].[K+].[K+].IC>CN(C)C=O>[CH3:21][N:5]1[C:6]2[C:11](=[CH:10][CH:9]=[C:8]([C:12]([F:15])([F:13])[F:14])[CH:7]=2)[C:2](=[O:1])[C:3]([C:16]([O:18][CH2:19][CH3:20])=[O:17])=[CH:4]1 |f:1.2.3|. Reported procedure: A mixture of ethyl 4-hydroxy-7-trifluoromethylquinoline-3-carboxylate (370.5 g), anhydrous potassium carbonate (179.4 g), iodomethane (202.4 g) and anhydrous dimethylformamide (2 liters) was stirred at room temperature overnight. More dimethylformamide (500 ml) was added and stirring was continued for 24 hours. The dimethylformamide was distilled off in vacuo and water (2 litres) was added to the residue. The resulting solid was collected, washed with water, dried and recrystallised from IMS to ... The reactants are O=C=NCc1ccccc1, Nc1nnc(C(=O)OCc2ccccc2)s1, C1CCOC1. Product: O=C(NCc1ccccc1)Nc1nnc(C(=O)OCc2ccccc2)s1. RXN SMILES: [CH2:17]([c:18]1[cH:19][cH:20][cH:21][cH:22][cH:23]1)[N:24]=[C:25]=[O:26].[CH2:1]([c:2]1[cH:3][cH:4][cH:5][cH:6][cH:7]1)[O:8][C:9](=[O:10])[c:11]1[s:12][c:13]([NH2:16])[n:14][n:15]1.[CH2:27]1[O:28][CH2:29][CH2:30][CH2:31]1>>[CH2:1]([c:2]1[cH:3][cH:4][cH:5][cH:6][cH:7]1)[O:8][C:9](=[O:10])[c:11]1[s:12][c:13]([NH:16][C:25]([NH:24][CH2:17][c:18]2[cH:19][cH:20][cH:21][cH:22][cH:23]2)=[O:26])[n:14][n:15]1. The reactants are C(CC)S(=O)(=O)N1CCC(CC1)(C1=NC=CC=C1)[C@H](C)N ({(1S)-1-[1-(propylsulfonyl)-4-pyridin-2-ylpiperidin-4-yl]ethyl}amine), CCN(C(C)C)C(C)C (i-Pr2NEt), ClC1=C(C(=O)Cl)C(=CC=C1)Cl (2,6-dichloro-benzoyl chloride). Solvent: CN(C)C=O (DMF). Conditions: time 30 minute. Yields the product ClC1=C(C(=O)N[C@@H](C)C2(CCN(CC2)S(=O)(=O)CCC)C2=NC=CC=C2)C(=CC=C1)Cl (2,6-Dichloro-N-{(1S)-1-[1-(propylsulfonyl)-4-pyridin-2-ylpiperidin-4-yl]ethyl}benzamide). RXN SMILES: [CH2:1]([S:4]([N:7]1[CH2:12][CH2:11][C:10]([C@@H:19]([NH2:21])[CH3:20])([C:13]2[CH:18]=[CH:17][CH:16]=[CH:15][N:14]=2)[CH2:9][CH2:8]1)(=[O:6])=[O:5])[CH2:2][CH3:3].CCN(C(C)C)C(C)C.[Cl:31][C:32]1[CH:40]=[CH:39][CH:38]=[C:37]([Cl:41])[C:33]=1[C:34](Cl)=[O:35]>CN(C=O)C>[Cl:31][C:32]1[CH:40]=[CH:39][CH:38]=[C:37]([Cl:41])[C:33]=1[C:34]([NH:21][C@H:19]([C:10]1([C:13]2[CH:18]=[CH:17][CH:16]=[CH:15][N:14]=2)[CH2:9][CH2:8][N:7]([S:4]([CH2:1][CH2:2][CH3:3])(=[O:5])=[O:6])[CH2:12][CH2:11]1)[CH3:20])=[O:35]. Reported procedure: A solution of {(1S)-1-[1-(propylsulfonyl)-4-pyridin-2-ylpiperidin-4-yl]ethyl}amine (80 mg, 0.26 mmol) in DMF (0.7 mL) was treated with i-Pr2NEt (0.2 mL, 1.15 mmol) and 2,6-dichloro-benzoyl chloride (0.15 mL, 0.8 mmol) and stirred at room temperature for 30 min. The reaction mixture was purified directly by reverse phase HPLC to afford the desired product. Reactants: [Br-].N1C(=CC=C1)C=[N+]1CCCC1 (1-(pyrrol-2-ylmethylene)pyrrolidmium bromide), BrBr (bromine). Run in C(Cl)(Cl)Cl (chloroform). The product is [Br-].BrC=1C=C(NC1)C=[N+]1CCCC1 (1-(4-bromopyrrole-2-ylmethylene)pyrrolidinium bromide). Reaction SMILES: [Br-:1].[NH:2]1[CH:6]=[CH:5][CH:4]=[C:3]1[CH:7]=[N+:8]1[CH2:12][CH2:11][CH2:10][CH2:9]1.BrBr>C(Cl)(Cl)Cl>[Br-:1].[Br:1][C:5]1[CH:4]=[C:3]([CH:7]=[N+:8]2[CH2:12][CH2:11][CH2:10][CH2:9]2)[NH:2][CH:6]=1 |f:0.1,4.5|. Reported procedure: To a solution of 91.0 g of 1-(pyrrol-2-ylmethylene)pyrrolidmium bromide (0.397 mole) in 1300 ml of absolute chloroform is added dropwise with stirring and ice-cooling 63.4 g of bromine (0.397mole). A solid precipitates during addition. After the reaction mixture has been stirred at room temperature for 64 hours, the solvent is evaporated in vacuo and the residue is recrystallized from 3:1 chloroform-acetonitrile to give as an off-white solid 1-(4-bromopyrrole-2-ylmethylene)pyrrolidinium bromide;... Starting materials: O=c1[nH]c(=O)n(CCCN2CC3CC3(c3ccc(C(F)(F)F)cc3)C2)nc1Br, COCCOC, COCCOC, OB(O)c1cccnc1F, [Na+], [Na+], O=C([O-])[O-], O, c1ccc(-c2ccccc2P(C2CCCCC2)C2CCCCC2)cc1. Product: O=c1[nH]c(=O)n(CCCN2CC3CC3(c3ccc(C(F)(F)F)cc3)C2)nc1-c1cccnc1F. RXN SMILES: [Br:1][c:2]1[c:3](=[O:28])[nH:4][c:5](=[O:27])[n:6]([CH2:8][CH2:9][CH2:10][N:11]2[CH2:12][C:13]3([c:17]4[cH:18][cH:19][c:20]([C:23]([F:24])([F:25])[F:26])[cH:21][cH:22]4)[CH2:14][CH:15]3[CH2:16]2)[n:7]1.[CH3:70][O:71][CH2:72][CH2:73][O:74][CH3:75].[CH3:77][O:78][CH2:79][CH2:80][O:81][CH3:82].[F:29][c:30]1[n:31][cH:32][cH:33][cH:34][c:35]1[B:36]([OH:37])[OH:38].[Na+:39].[Na+:40].[O-:41][C:42](=[O:43])[O-:44].[OH2:76].[c:45]1(-[c:46]2[cH:47][cH:48][cH:49][cH:50][cH:51]2)[cH:52][cH:53][cH:54][cH:55][c:56]1[P:57]([CH:58]1[CH2:59][CH2:60][CH2:61][CH2:62][CH2:63]1)[CH:64]1[CH2:65][CH2:66][CH2:67][CH2:68][CH2:69]1>>[c:2]1(-[c:35]2[c:30]([F:29])[n:31][cH:32][cH:33][cH:34]2)[c:3](=[O:28])[nH:4][c:5](=[O:27])[n:6]([CH2:8][CH2:9][CH2:10][N:11]2[CH2:12][C:13]3([c:17]4[cH:18][cH:19][c:20]([C:23]([F:24])([F:25])[F:26])[cH:21][cH:22]4)[CH2:14][CH:15]3[CH2:16]2)[n:7]1.